Task: describe an organic reaction: reactants, conditions, products, and yield. Dataset: the Open Reaction Database (ORD), a public repository of structured organic reaction records Starting materials: COc1cc2c(Cl)ncnc2cc1OCc1ccccc1, CC(C)O, Nc1ccc(Cl)cc1F, Cl. The product is COc1cc2c(Nc3ccc(Cl)cc3F)ncnc2cc1OCc1ccccc1, Cl. Reaction SMILES: [CH2:2]([c:3]1[cH:4][cH:5][cH:6][cH:7][cH:8]1)[O:9][c:10]1[c:11]([O:21][CH3:22])[cH:12][c:13]2[c:14]([Cl:20])[n:15][cH:16][n:17][c:18]2[cH:19]1.[CH:32]([OH:33])([CH3:34])[CH3:35].[Cl:23][c:24]1[cH:25][c:26]([F:31])[c:27]([NH2:28])[cH:29][cH:30]1.[ClH:1]>>[CH2:2]([c:3]1[cH:4][cH:5][cH:6][cH:7][cH:8]1)[O:9][c:10]1[c:11]([O:21][CH3:22])[cH:12][c:13]2[c:14]([NH:28][c:27]3[c:26]([F:31])[cH:25][c:24]([Cl:23])[cH:30][cH:29]3)[n:15][cH:16][n:17][c:18]2[cH:19]1.[ClH:20]. Reactants: COCOC(=O)C=1NC2=C(C=CC(=C2C1)C(CN(C(C)(C)C)CC1=CC=CC=C1)=O)OCC1=CC=CC=C1 (7-benzyloxy-4-(N-benzyl-N-tert-butylaminoacetyl)-2-indolecarboxylic acid methoxymethyl ester), CO (methanol), O1CCCC1 (tetrahydrofuran). Run in C(C)(=O)O (acetic acid). Yields the product C(C)(=O)O.COCOC(=O)C=1NC2=C(C=CC(=C2C1)C(CNC(C)(C)C)O)O (7-hydroxy-4-(1-hydroxy-2-tert-butylaminoethyl)indole-2-carboxylic acid methoxymethyl ester acetate). The yield is 189.4%. Reaction SMILES: [CH3:1][O:2][CH2:3][O:4][C:5]([C:7]1[NH:8][C:9]2[C:14]([CH:15]=1)=[C:13]([C:16](=[O:30])[CH2:17][N:18](CC1C=CC=CC=1)[C:19]([CH3:22])([CH3:21])[CH3:20])[CH:12]=[CH:11][C:10]=2[O:31]CC1C=CC=CC=1)=[O:6].CO.O1CCCC1>C(O)(=O)C>[C:5]([OH:6])(=[O:4])[CH3:7].[CH3:1][O:2][CH2:3][O:4][C:5]([C:7]1[NH:8][C:9]2[C:14]([CH:15]=1)=[C:13]([CH:16]([OH:30])[CH2:17][NH:18][C:19]([CH3:20])([CH3:22])[CH3:21])[CH:12]=[CH:11][C:10]=2[OH:31])=[O:6] |f:4.5|. Procedure: 617 mg of 7-benzyloxy-4-(N-benzyl-N-tert-butylaminoacetyl)-2-indolecarboxylic acid methoxymethyl ester is combined with 10 ml of methanol, 40 ml of absolute tetrahydrofuran, and 0.3 ml of acetic acid and hydrogenated and worked up as described in Example 31(E), thus obtaining 450 mg of 7-hydroxy-4-(1-hydroxy-2-tert-butylaminoethyl)indole-2-carboxylic acid methoxymethyl ester acetate, decomposition point 165°-170° C. Reactants: C(=O)(OC(C)(C)C)N(C)C(CCC)O (N-Boc-N-methyl amino butanol), O (water), O1CCCC1 (tetrahydrofuran), [H-].[Na+] (sodium hydride), CI (methyl iodide). Run at time 30 minute. The product is C(=O)(OC(C)(C)C)N(CCCCOC)C (N-Boc-N-methyl-N-methoxybutylamine). RXN SMILES: [C:1]([N:8]([CH:10](O)[CH2:11][CH2:12][CH3:13])[CH3:9])([O:3][C:4]([CH3:7])([CH3:6])[CH3:5])=[O:2].[H-].[Na+].CI.O.[O:20]1CCC[CH2:21]1>>[C:1]([N:8]([CH3:9])[CH2:10][CH2:11][CH2:12][CH2:13][O:20][CH3:21])([O:3][C:4]([CH3:7])([CH3:6])[CH3:5])=[O:2] |f:1.2|. Procedure details: The resulting N-Boc-N-methyl amino butanol (4.00 g) was placed in a 200-mL threeneck flask, and after nitrogen substitution, the compound was dissolved in 35 mL of anhydrous tetrahydrofuran. The solution was added with 60% sodium hydride (1.77 g), and stirred at room temperature for 30 minutes. Then, the reaction mixture was added dropwise with 1.87 mL of methyl iodide and stirred on an oil bath at 50° C. for 1.5 hours. The reaction was stopped with water, and the organic layer was extracted wit...